This data is from the Open Reaction Database (ORD), a public repository of structured organic reaction records. The task is: describe an organic reaction: reactants, conditions, products, and yield The reactants are C(C)N1C(NC(C12CCNCC2)=O)=O (1-ethyl-1,3,8-triaza-spiro[4.5]decane-2,4-dione), C([O-])([O-])=O.[K+].[K+] (potassium carbonate), BrCC1=CC2=C(N=C(N=C2)C#N)N1CC(C)(C)C (6-bromomethyl-7-(2,2-dimethyl-propyl)-7H-pyrrolo[2,3-d]pyrimidine-2-carbonitrile). Solvent: CS(=O)C (DMSO). Run at time 3 hour. The product is CC(CN1C(=CC2=C1N=C(N=C2)C#N)CN2CCC1(C(NC(N1CC)=O)=O)CC2)(C)C (7-(2,2-Dimethyl-propyl)-6-(1-ethyl-2,4-dioxo-1,3,8-triaza-spiro[4.5]dec-8-ylmethyl)-7H-pyrrolo[2,3-d]pyrimidine-2-carbonitrile). Yield: 49.2%. Reaction SMILES: [CH2:1]([N:3]1[C:7]2([CH2:12][CH2:11][NH:10][CH2:9][CH2:8]2)[C:6](=[O:13])[NH:5][C:4]1=[O:14])[CH3:2].C(=O)([O-])[O-].[K+].[K+].Br[CH2:22][C:23]1[N:33]([CH2:34][C:35]([CH3:38])([CH3:37])[CH3:36])[C:26]2[N:27]=[C:28]([C:31]#[N:32])[N:29]=[CH:30][C:25]=2[CH:24]=1>CS(C)=O>[CH3:36][C:35]([CH3:38])([CH3:37])[CH2:34][N:33]1[C:26]2[N:27]=[C:28]([C:31]#[N:32])[N:29]=[CH:30][C:25]=2[CH:24]=[C:23]1[CH2:22][N:10]1[CH2:11][CH2:12][C:7]2([N:3]([CH2:1][CH3:2])[C:4](=[O:14])[NH:5][C:6]2=[O:13])[CH2:8][CH2:9]1 |f:1.2.3|. Procedure: To a solution of 2,4-dioxo-1,3,8-triaza-spiro[4.5]decane-3,8-dicarboxylic acid di-tert-butyl ester (0.4 g, 1.1 mmol) in DMF (8 ml), NaH (80 mg, 2.2 mmol) and ethyl bromide (166 □1, 2.16 mmol) are added at room temperature. The reaction mixture is stirred at ambient temperature for 15 h, quenched with saturated ammonium clroride and extracted with AcOEt. The organic layer is washed with brine, dried over magnesium sulfate and filtrated. To a solution of 1-ethyl-2,4-dioxo-1,3,8-triaza-spiro[4.5]de...